Dataset: the Open Reaction Database (ORD), a public repository of structured organic reaction records. Task: describe an organic reaction: reactants, conditions, products, and yield Yield: 86.2%. Reactants: FC1=C(C#N)C=CC(=C1)C(F)(F)F (2-Fluoro-4-trifluoromethyl-benzonitrile), BrC1=C(C=O)C=CC(=C1)O (2-bromo-4-hydroxybenzaldehyde), [F-].[K+] (potassium fluoride), [OH-].[Na+] (sodium hydroxide). RXN SMILES: F[C:2]1[CH:9]=[C:8]([C:10]([F:13])([F:12])[F:11])[CH:7]=[CH:6][C:3]=1[C:4]#[N:5].[Br:14][C:15]1[CH:22]=[C:21]([OH:23])[CH:20]=[CH:19][C:16]=1[CH:17]=[O:18].[F-].[K+].[OH-].[Na+]>CN(C=O)C>[Br:14][C:15]1[CH:22]=[C:21]([CH:20]=[CH:19][C:16]=1[CH:17]=[O:18])[O:23][C:2]1[CH:9]=[C:8]([C:10]([F:13])([F:12])[F:11])[CH:7]=[CH:6][C:3]=1[C:4]#[N:5] |f:2.3,4.5|. Procedure: 2-Fluoro-4-trifluoromethyl-benzonitrile (3.1 g, 20 mmol), 2-bromo-4-hydroxybenzaldehyde (4 g, 20 mmol) and potassium fluoride (3.47 g, 60 mmol) were heated with stirring in dry DMF (20 mL) at 120° C. for 4 h, 80° C. for 16 h, 120° C. for 4 h, 130° C. for 1 h, and then at 140° C. for 16 h. The reaction mixture was cooled, poured onto 1N sodium hydroxide, extracted with ethyl acetate, and then dried over MgSO4. After filtration, the solvent was removed in vacuo to yield 2-(3-bromo-4-formyl-phenoxy... Product: BrC=1C=C(OC2=C(C#N)C=CC(=C2)C(F)(F)F)C=CC1C=O (2-(3-bromo-4-formyl-phenoxy)-4-trifluoromethyl-benzonitrile). Reaction conditions: time 16 hour. Run in CN(C)C=O (DMF). The reactants are COCOC=1C(=C2C(CCSC2=C(C1C)C)=O)C (6-methoxymethoxy-5,7,8-trimethyl-2,3-dihydro-4H-thiochromen-4-one), COCOC=1C(=C2C(CCSC2=C(C1C)C)=O)C (6-Methoxymethoxy-5,7,8-trimethyl-2,3-dihydro-4H-thiochromen-4-one), ClCCCl (1,2-dichloroethane), [H-].[Na+] (NaH), O (H2O). The solvent is CN(C)C=O (DMF). Conditions: time 19 hour. The product is COCOC=1C(=C2C(C3(CSC2=C(C1C)C)CC3)=O)C (6′-(Methoxymethoxy)-5′,7′,8′-trimethyl-4′H-spiro[cyclopropane-1,3′-thiochromen]-4′-one). RXN SMILES: [CH3:1][O:2][CH2:3][O:4][C:5]1[C:6]([CH3:18])=[C:7]2[C:12](=[C:13]([CH3:16])[C:14]=1[CH3:15])[S:11][CH2:10][CH2:9][C:8]2=[O:17].Cl[CH2:20][CH2:21]Cl.[H-].[Na+].O>CN(C=O)C>[CH3:1][O:2][CH2:3][O:4][C:5]1[C:6]([CH3:18])=[C:7]2[C:12](=[C:13]([CH3:16])[C:14]=1[CH3:15])[S:11][CH2:10][C:9]1([CH2:21][CH2:20]1)[C:8]2=[O:17] |f:2.3|. Procedure: 6-Methoxymethoxy-5,7,8-trimethyl-2,3-dihydro-4H-thiochromen-4-one (23 mg) was dissolved in anhydrous DMF (5 mL) and treated with 1,2-dichloroethane (6.8 μL) and NaH (60% in mineral oil, 8.2 mg), and stirred for 19 h at ambient temperature. The reaction mixture was poured into H2O and extracted with EtOAc. The organic layer was collected and dried over Na2SO4 followed by solvent evaporation. Column chromatography (SiO2: hexane:EtOAc, from 9:1 to 1:1 v/v) yielded a fraction containing impure desir... The reactants are C(C)NC1=CC=CC=C1 (N-ethyl aniline), CC=1C=CC=CC1C (o-xylene), ClC1C(CCCC1)=O (2-chloro-cyclohexanone). The solvent is O (water), O (water). Run at temperature 100 celsius. Yields the product C(C)N1C2=CC=CC=C2C=2CCCCC12 (9-ethyl tetrahydrocarbazole). Reaction SMILES: [CH2:1]([NH:3][C:4]1[CH:9]=[CH:8][CH:7]=[CH:6][CH:5]=1)[CH3:2].C[C:11]1[CH:12]=[CH:13][CH:14]=[CH:15][C:16]=1C.ClC1CCCCC1=O>O>[CH2:1]([N:3]1[C:16]2[CH2:15][CH2:14][CH2:13][CH2:12][C:11]=2[C:9]2[C:4]1=[CH:5][CH:6]=[CH:7][CH:8]=2)[CH3:2]. Procedure details: 266.2 g N-ethyl aniline was charged in a reactor along with 200 ml o-xylene. To this 132.5 g of 2-chloro-cyclohexanone was added over a period of 2 hours to obtain a clear solution which was then heated to 100° C. and stirred for 2 hours with water removal. The contents were further heated to 150-160° C. with simultaneous water removal by applying mild vacuum. The reaction mass was worked up as above to get 136 g crude 9-ethyl tetrahydrocarbazole with 96.8% GC purity.